Dataset: the Open Reaction Database (ORD), a public repository of structured organic reaction records. Task: describe an organic reaction: reactants, conditions, products, and yield The reactants are [H-].[Na+] (NaH), BrCCCCCCCCOCC=1SC(SC1)=C1SC=CS1.C(C#C)Br (4-(((8-bromooctyl)oxy)methyl)-2,2′-bi(1,3-dithiolylidene) propargyl bromide), C1CCC2=NCCCN2CC1 (DBU). Run in C1CCOC1 (THF), C1CCOC1 (THF), C(Cl)(Cl)Cl (CHCl3). Yields the product BrCCCCCCCCOCC=1SC(SC1)=C1SC=CS1 (4-(((8-bromooctyl)oxy)methyl)-2,2′-bi(1,3-dithiolylidene)). RXN SMILES: [H-].[Na+].[Br:3][CH2:4][CH2:5][CH2:6][CH2:7][CH2:8][CH2:9][CH2:10][CH2:11][O:12][CH2:13][C:14]1[S:15][C:16](=[C:19]2[S:23][CH:22]=[CH:21][S:20]2)[S:17][CH:18]=1.C(Br)C#C.C1CCN2C(=NCCC2)CC1>C1COCC1.C(Cl)(Cl)Cl>[Br:3][CH2:4][CH2:5][CH2:6][CH2:7][CH2:8][CH2:9][CH2:10][CH2:11][O:12][CH2:13][C:14]1[S:15][C:16](=[C:19]2[S:23][CH:22]=[CH:21][S:20]2)[S:17][CH:18]=1 |f:0.1,2.3|. Procedure details: Postfunctionalization of P1. To the solution of 37 mg (0.047 mmol) of P1 dissolved in 3 mL of anhydrous THF was added 0.9 mg (0.037 mmol) of NaH (60% in mineral oil) and stirred for half an hour under nitrogen atmosphere. Then to the mixture a solution of 20 mg (0.048 mmol) 4-(((8-bromooctyl)oxy)methyl)-2,2′-bi(1,3-dithiolylidene)/propargyl bromide in 0.2 mL of anhydrous THF was added followed by the addition of DBU (2 μL) in catalytic amount. The mixture was stirred for 48 h under nitrogen atmo...